From a dataset of the Open Reaction Database (ORD), a public repository of structured organic reaction records. describe an organic reaction: reactants, conditions, products, and yield Reactants: CC(=CCC(C1=CC(=O)C2=C(C=CC(=C2C1=O)O)O)OC(=O)C=C(C)C)C (β,β-dimethylacrylshikonin), CC(=CC[C@H](C1=CC(=O)C=2C(=CC=C(C2C1=O)O)O)OC(=O)C)C (acetylshikonin). The product is CC(=CC[C@H](C1=CC(=O)C=2C(=CC=C(C2C1=O)O)O)O)C (shikonin). As a reaction SMILES: [CH3:1][C:2]([CH3:27])=[CH:3][CH2:4][CH:5]([O:20]C(C=C(C)C)=O)[C:6]1[C:16](=[O:17])[C:15]2[C:10](=[C:11]([OH:19])[CH:12]=[CH:13][C:14]=2[OH:18])[C:8](=[O:9])[CH:7]=1.CC(C)=CC[C@@H](OC(C)=O)C1C(=O)C2C(O)=CC=C(O)C=2C(=O)C=1>>[CH3:1][C:2]([CH3:27])=[CH:3][CH2:4][C@@H:5]([OH:20])[C:6]1[C:16](=[O:17])[C:15]2[C:14]([OH:18])=[CH:13][CH:12]=[C:11]([OH:19])[C:10]=2[C:8](=[O:9])[CH:7]=1. Reported procedure: Weigh 5.0 mg of shikonin, β,β-dimethylacrylshikonin, acetylshikonin obtained in Preparation example 1 or Preparation example 2, respectively. Dissolve the compounds in 1 ml DMSO. After diluting by 50 times with RPMI-1640 culture medium, pack them separately and further dilute into the following concentration: 100, 50, 25, 12.5, 6.25, 3.13, 1.56, 0.78, 0.39 (μg/ml).